Dataset: the Open Reaction Database (ORD), a public repository of structured organic reaction records. Task: describe an organic reaction: reactants, conditions, products, and yield Reactants: O(C1=CC=CC=C1)C=1C=CC(=NC1)NC(=S)N ((5-Phenoxy-pyridine-2-yl)-thiourea), ClCC(COC(C)=O)=O (acetic acid 3-chloro-2-oxo-propyl ester). Run in CN(C)C=O (DMF), CN(C)C=O (DMF). Run at temperature 70 celsius, time 2 hour. Product: O(C1=CC=CC=C1)C=1C=CC(=NC1)NC=1SC=C(N1)COC(C)=O (acetic acid 2-(5-phenoxy-pyridine-2-ylamino)-thiazole-4-ylmethyl ester). The yield is 69.0%. As a reaction SMILES: [O:1]([C:8]1[CH:9]=[CH:10][C:11]([NH:14][C:15]([NH2:17])=[S:16])=[N:12][CH:13]=1)[C:2]1[CH:7]=[CH:6][CH:5]=[CH:4][CH:3]=1.Cl[CH2:19][C:20](=O)[CH2:21][O:22][C:23](=[O:25])[CH3:24]>CN(C=O)C>[O:1]([C:8]1[CH:9]=[CH:10][C:11]([NH:14][C:15]2[S:16][CH:19]=[C:20]([CH2:21][O:22][C:23](=[O:25])[CH3:24])[N:17]=2)=[N:12][CH:13]=1)[C:2]1[CH:3]=[CH:4][CH:5]=[CH:6][CH:7]=1. Procedure: (5-Phenoxy-pyridine-2-yl)-thiourea (0.86 mmol) is dissolved in DMF (1 ml) and acetic acid 3-chloro-2-oxo-propyl ester (1.1 eq.) in 1 ml DMF is added and stirred 2 h at 70° C. After cooling to RT the precipitate is filtered, washed with water and dried 16 h in vacuo at 40° C. “A9” is obtained after column chromatography (heptan/ethyl acetate) as colourless powder in a yield of 69%; mp. 158.5-160.5° C.; HPLC (method C): 1.89 min; LC-MS (method A): 1.938 min, 342.15 (M+H+); 1H-NMR (DMSO-d6, 500 MHz...